The task is: describe an organic reaction: reactants, conditions, products, and yield. This data is from the Open Reaction Database (ORD), a public repository of structured organic reaction records. Reactants: Cl.NN1C2=C(CCC3=C1C=CC=C3)C=CC=C2 (5-amino-10,11-dihydro-5H-dibenz[b,f]azepine hydrochloride), Cl.O.C1(=CC=CC=C1)N1CCN(CC1)CCCC(C)=O (5-(4-phenyl-1-piperazinyl)-2-pentanone monohydrate monohydrochloride). Solvent: alcohol. Product: Cl.C1(=CC=CC=C1)N1CCN(CC1)CCC1=C(N2C3=C(CCC4=C2C=CC=C4)C=CC=C13)C (2-[(4-phenyl-1-piperazinyl)-ethyl]-1-methyl-6,7-dihydroindolo-[1,7-ab][1]benzazepine hydrochloride). Yield: 47.4%. Reaction SMILES: [ClH:1].N[N:3]1[C:9]2[CH:10]=[CH:11][CH:12]=[CH:13][C:8]=2[CH2:7][CH2:6][C:5]2[CH:14]=[CH:15][CH:16]=[CH:17][C:4]1=2.Cl.O.[C:20]1([N:26]2[CH2:31][CH2:30][N:29]([CH2:32][CH2:33][CH2:34][C:35](=O)[CH3:36])[CH2:28][CH2:27]2)[CH:25]=[CH:24][CH:23]=[CH:22][CH:21]=1>>[ClH:1].[C:20]1([N:26]2[CH2:27][CH2:28][N:29]([CH2:32][CH2:33][C:34]3[C:17]4[C:4]5=[C:5]([CH:14]=[CH:15][CH:16]=4)[CH2:6][CH2:7][C:8]4[CH:13]=[CH:12][CH:11]=[CH:10][C:9]=4[N:3]5[C:35]=3[CH3:36])[CH2:30][CH2:31]2)[CH:25]=[CH:24][CH:23]=[CH:22][CH:21]=1 |f:0.1,2.3.4,5.6|. Procedure: A suspension of 5-amino-10,11-dihydro-5H-dibenz[b,f]azepine hydrochloride (5.0g.) and 5-(4-phenyl-1-piperazinyl)-2-pentanone monohydrate monohydrochloride (6.2g.) in absolute alcohol (100 ml.) was heated on a water bath at 50° to 60°C. in a nitrogen atmosphere for one hour. The mixture was cooled and the solids were collected by filtration, washed with ethyl alcohol, suspended in aqueous methyl alcohol, collected by filtration, washed with water, ethyl alcohol and ether to give 2-[(4-phenyl-1-pi... The reactants are CN(C)C=O, [H-], CI, [Na+], O=C1CCC(CN2C(=O)C3(COc4cc5c(cc43)CCO5)c3ccccc32)N1. Yields the product CN1C(=O)CCC1CN1C(=O)C2(COc3cc4c(cc32)CCO4)c2ccccc21. Reaction SMILES: [CH3:33][N:34]([CH3:35])[CH:36]=[O:37].[H-:29].[I:31][CH3:32].[Na+:30].[O:1]=[C:2]1[CH2:3][CH2:4][CH:5]([CH2:7][N:8]2[C:9](=[O:28])[C:10]3([c:11]4[c:12]([cH:15][c:16]5[c:20]([cH:21]4)[CH2:19][CH2:18][O:17]5)[O:13][CH2:14]3)[c:22]3[cH:23][cH:24][cH:25][cH:26][c:27]32)[NH:6]1>>[O:1]=[C:2]1[CH2:3][CH2:4][CH:5]([CH2:7][N:8]2[C:9](=[O:28])[C:10]3([c:11]4[c:12]([cH:15][c:16]5[c:20]([cH:21]4)[CH2:19][CH2:18][O:17]5)[O:13][CH2:14]3)[c:22]3[cH:23][cH:24][cH:25][cH:26][c:27]32)[N:6]1[CH3:32]. Reactants: BrC1=C(C(=CC(=C1)Cl)[N+](=O)[O-])C (1-bromo-5-chloro-2-methyl-3-nitrobenzene), ClC1=C(N)C=CC=C1B1OC(C(O1)(C)C)(C)C (2-chloro-3-(4,4,5,5-tetramethyl-1,3,2-dioxaborolan-2-yl)aniline). Product: BrC=1C(=C(N)C=C(C1)Cl)C (3-bromo-5-chloro-2-methylaniline). As a reaction SMILES: [Br:1][C:2]1[CH:7]=[C:6]([Cl:8])[CH:5]=[C:4]([N+:9]([O-])=O)[C:3]=1[CH3:12].ClC1C(B2OC(C)(C)C(C)(C)O2)=CC=CC=1N>>[Br:1][C:2]1[C:3]([CH3:12])=[C:4]([CH:5]=[C:6]([Cl:8])[CH:7]=1)[NH2:9]. Reported procedure: This material was prepared from 1-bromo-5-chloro-2-methyl-3-nitrobenzene following the procedure used for SM-9, step 3 (96%): LCMS (m/z): 219.9 (MH+); tR=0.99 minute.